Dataset: the Open Reaction Database (ORD), a public repository of structured organic reaction records. Task: describe an organic reaction: reactants, conditions, products, and yield The reactants are C(C(O)C)(=O)O.C(CO)(=O)O (lactic acid glycolic acid), C(C)I (ethyl iodide), C([O-])([O-])=O.[K+].[K+] (potassium carbonate), C(C(O)C)(=O)O.C(CO)(=O)O (lactic acid glycolic acid), resultant solution. Run in CC(=O)C (acetone). The product is CCOC(=O)C(C)O.C(CO)(=O)O (ethyl ester of lactic acid glycolic acid). Isolated yield 142.6%. RXN SMILES: [C:1]([OH:6])(=[O:5])[CH:2]([CH3:4])[OH:3].[C:7]([OH:11])(=[O:10])[CH2:8][OH:9].C(I)C.C(=O)([O-])[O-].[K+].[K+]>CC(C)=O>[CH3:7][CH2:8][O:5][C:1]([CH:2]([OH:3])[CH3:4])=[O:6].[C:7]([OH:11])(=[O:10])[CH2:8][OH:9] |f:0.1,3.4.5,7.8|. Procedure: 15 g of a lactic acid/glycolic acid copolymer having a weight-average molecular weight of about 7,500 (lactic acid/glycolic acid=75/25 (mol %)) (Wako Pure Chemical Industries, Ltd.) and a 7.8 g of ethyl iodide were dissolved in 150 ml of acetone. To thus obtained solution was added 1.38 g of potassium carbonate and then the resulting mixture was refluxed for 6 hours. After the resultant solution was cooled, inorganic substances were removed by filtration and then the filtrate was concentrated un... Starting materials: NC=1C=NC=2CCN(CC2C1)CC1=CC=CC=C1 (3-amino-6-benzyl-5,6,7,8-tetrahydro[1,6]naphthyridine), BrC=1C=C(C(=O)O)C=CC1OC (3-Bromo-4-methoxybenzoic acid), Cl.CN(CCCN=C=NCC)C (1-(3-dimethylaminopropyl)-3-ethylcarbodiimide hydrochloride), ON1N=NC2=C1C=CC=C2 (1-hydroxybenzotriazole). Solvent: CN(C)C=O (DMF), ClCCl (dichloromethane), CN(C=O)C (N,N-dimethylformamide). Run at temperature 2.5 celsius, time 72 hour. Yields the product C(C1=CC=CC=C1)N1CC=2C=C(C=NC2CC1)NC(C1=CC(=C(C=C1)OC)Br)=O (N-(6-Benzyl-5,6,7,8-tetrahydro[1,6]naphthyridin-3-yl)-3-bromo-4methoxybenzamide). The yield is 49.2%. As a reaction SMILES: [Br:1][C:2]1[CH:3]=[C:4]([CH:8]=[CH:9][C:10]=1[O:11][CH3:12])[C:5]([OH:7])=O.ON1C2C=CC=CC=2N=N1.Cl.CN(C)CCCN=C=NCC.[NH2:35][C:36]1[CH:37]=[N:38][C:39]2[CH2:40][CH2:41][N:42]([CH2:46][C:47]3[CH:52]=[CH:51][CH:50]=[CH:49][CH:48]=3)[CH2:43][C:44]=2[CH:45]=1>CN(C)C=O.ClCCl>[CH2:46]([N:42]1[CH2:41][CH2:40][C:39]2[N:38]=[CH:37][C:36]([NH:35][C:5](=[O:7])[C:4]3[CH:8]=[CH:9][C:10]([O:11][CH3:12])=[C:2]([Br:1])[CH:3]=3)=[CH:45][C:44]=2[CH2:43]1)[C:47]1[CH:48]=[CH:49][CH:50]=[CH:51][CH:52]=1 |f:2.3|. Reported procedure: 3-Bromo-4-methoxybenzoic acid (270 mg; 1.17 mmol) was dissolved in N,N-dimethylformamide (5 ml), the solution was cooled to 0-5° C. and treated with 1-hydroxybenzotriazole(158 mg; 1.17 mmol) then 1-(3-dimethylaminopropyl)-3-ethylcarbodiimide hydrochloride (224 mg; 1.17 mmol) and the mixture stirred at 0-5° C. for 0.5 h and treated with a solution of 3-amino-6-benzyl-5,6,7,8-tetrahydro[1,6]naphthyridine (255 mg; 1.06 mmol) in DMF (5 ml). The reaction mixture was stirred at ambient temperature for...